From a dataset of the Open Reaction Database (ORD), a public repository of structured organic reaction records. describe an organic reaction: reactants, conditions, products, and yield The reactants are C1(=CC=CC=C1)C1(N=NC(=C1)C1=CC=CC=C1)C1=CC=CC=C1 (3,3,5-Triphenyl-3H-pyrazole), BrCCCCCCCCC(=O)OC (Methyl 9-bromononanoate). Run in CN(C=O)C (DMF), CCCCCC (hexane), C(C)OCC (diethyl ether). Run at temperature 110 celsius, time 30 minute. Product: C1(=CC=CC=C1)C1=NN(C(=C1C1=CC=CC=C1)C1=CC=CC=C1)CCCCCCCCC(=O)OC (methyl 3,4,5-triphenyl-lH-pyrazol-1-nonanoate). The yield is 202.3%. Reaction SMILES: C1([C:7]2([C:18]3[CH:23]=[CH:22][CH:21]=[CH:20][CH:19]=3)[CH:11]=[C:10]([C:12]3[CH:17]=[CH:16][CH:15]=[CH:14][CH:13]=3)[N:9]=[N:8]2)C=CC=CC=1.Br[CH2:25][CH2:26][CH2:27][CH2:28][CH2:29][CH2:30][CH2:31][CH2:32][C:33]([O:35][CH3:36])=[O:34]>CN(C)C=O.CCCCCC.C(OCC)C>[C:18]1([C:7]2[C:11]([C:12]3[CH:17]=[CH:16][CH:15]=[CH:14][CH:13]=3)=[C:10]([C:12]3[CH:17]=[CH:16][CH:15]=[CH:14][CH:13]=3)[N:9]([CH2:25][CH2:26][CH2:27][CH2:28][CH2:29][CH2:30][CH2:31][CH2:32][C:33]([O:35][CH3:36])=[O:34])[N:8]=2)[CH:23]=[CH:22][CH:21]=[CH:20][CH:19]=1. Reported procedure: Sodium hydride (588 mg of a 60% dispersion in mineral oil, 13 mmol) was washed twice with hexane and covered with dimethylformamide (DMF), (45 mL). 3,3,5-Triphenyl-3H-pyrazole (3 g, 10 mmol) was added and the mixture stirred at 110° C. under a nitrogen atmosphere for 30 minutes before being cooled to room temperature. Methyl 9-bromononanoate (2.80 g, 11 mmol) in DMF (2 mL) was added dropwise, the mixture stirred at room temperature for 2 hours and then poured onto water (100 mL). The mixture was... Reactants: O (water), C([O-])([O-])=O.[Na+].[Na+] (sodium carbonate), Cl.ClC1=CC=NC=C1 (4-Chloropyridine hydrochloride), NC=1C=C2C=CN(C2=CC1)C (5-amino-1-methylindole), Cl.ClC1=CC=NC=C1 (4-chloropyridine hydrochloride). Run in CN1C(CCC1)=O (1-methyl-2-pyrrolidinone). Product: CN1C=CC2=CC(=CC=C12)NC1=CC=NC=C1 (1-Methyl-5-(4-pyridinylamino)-1H-indole). The yield is 53.3%. Reaction SMILES: Cl.Cl[C:3]1[CH:8]=[CH:7][N:6]=[CH:5][CH:4]=1.[NH2:9][C:10]1[CH:11]=[C:12]2[C:16](=[CH:17][CH:18]=1)[N:15]([CH3:19])[CH:14]=[CH:13]2.O.C(=O)([O-])[O-].[Na+].[Na+]>CN1CCCC1=O>[CH3:19][N:15]1[C:16]2[C:12](=[CH:11][C:10]([NH:9][C:3]3[CH:8]=[CH:7][N:6]=[CH:5][CH:4]=3)=[CH:18][CH:17]=2)[CH:13]=[CH:14]1 |f:0.1,4.5.6|. Reported procedure: 4-Chloropyridine hydrochloride (8 g) was added to a solution of 5-amino-1-methylindole (7 g) in 75 ml 1-methyl-2-pyrrolidinone preheated to 100° C. The addition of 4-chloropyridine hydrochloride (4 g) after one hour caused no further reaction as determined by TLC. After two hours the reaction mixture was cooled, stirred with water, basified with sodium carbonate and extracted with ethyl acetate. The dried (anhydrous magnesium sulfate) organic layer was filtered and evaporated to 12.7 g of an oil... Starting materials: [OH-].[Li+] (lithium hydroxide), [OH-].[Li+] (lithium hydroxide), aqueous solution, COC1=C(C=CC(=C1)OC1CCN(CC1)C(C)=O)CC(=O)OC (Methyl 2-methoxy-4-(1-acetyl-4-piperidyloxy)phenylacetate). The product is COC1=C(C=CC(=C1)OC1CCN(CC1)C(C)=O)CC(=O)O (2-methoxy-4-(1-acetyl-4-piperidyloxy)phenyl-acetic acid). Reaction conditions: time 4 hour. Procedure: Methyl 2-methoxy-4-(1-acetyl-4-piperidyloxy)phenylacetate (0.18 g, 0.56 mmol) was dissolved in THF (5 ml) and treated with lithium hydroxide (0..67 ml of a 1M aqueous solution, 0.67 mmol). The mixture was stirred at ambient temperature for 4 hours, then treated with an additional 0.2 ml of 1M lithium hydroxide. The mixture was heated at 60° for 6 hours, then cooled and concentrated in vacuo. The residue was acidified with 1M HCl, and extracted with ethyl acetate. The combined ethyl acetate layer... RXN SMILES: [CH3:1][O:2][C:3]1[CH:8]=[C:7]([O:9][CH:10]2[CH2:15][CH2:14][N:13]([C:16](=[O:18])[CH3:17])[CH2:12][CH2:11]2)[CH:6]=[CH:5][C:4]=1[CH2:19][C:20]([O:22]C)=[O:21].[OH-].[Li+]>C1COCC1>[CH3:1][O:2][C:3]1[CH:8]=[C:7]([O:9][CH:10]2[CH2:15][CH2:14][N:13]([C:16](=[O:18])[CH3:17])[CH2:12][CH2:11]2)[CH:6]=[CH:5][C:4]=1[CH2:19][C:20]([OH:22])=[O:21] |f:1.2|. Run in C1CCOC1 (THF). The reactants are CC(C)=CCBr, [Na+], [OH-], O=Cc1ccc(O)cc1. The product is O=Cc1ccccc1. RXN SMILES: [CH2:12]([Br:13])[CH:14]=[C:15]([CH3:16])[CH3:17].[Na+:2].[OH-:1].[OH:3][c:4]1[cH:5][cH:6][c:7]([CH:8]=[O:9])[cH:10][cH:11]1>>[cH:4]1[cH:5][cH:6][c:7]([CH:8]=[O:9])[cH:10][cH:11]1.